From a dataset of the Open Reaction Database (ORD), a public repository of structured organic reaction records. describe an organic reaction: reactants, conditions, products, and yield Reactants: Cc1cc(Cl)ccc1Br, O=C=O, [Li]C(C)CC. Yields the product Cc1cc(Cl)ccc1C(=O)O. As a reaction SMILES: [Br:1][c:2]1[c:3]([CH3:9])[cH:4][c:5]([Cl:8])[cH:6][cH:7]1.[C:15](=[O:16])=[O:17].[CH:10]([Li:11])([CH2:12][CH3:13])[CH3:14]>>[c:2]1([C:15](=[O:16])[OH:17])[c:3]([CH3:9])[cH:4][c:5]([Cl:8])[cH:6][cH:7]1. Starting materials: C(C)(C)(C)OC(NCCC1N(CC=CC1)CC1=CC(=C(C=C1)Cl)Cl)=O (2-[1-(3,4-dichlorobenzyl)-1,2,3,6-tetrahydropyridin-2-yl]ethylcarbamic acid tert-butyl ester), FC(C(=O)O)(F)F (trifluoroacetic acid). The solvent is ClCCl (dichloromethane). Run at time 2.5 hour. Yields the product ClC=1C=C(CN2C(CC=CC2)CCN)C=CC1Cl (2-[1-(3,4-Dichlorobenzyl)-1,2,3,6-tetrahydropyridin-2-yl]ethylamine). As a reaction SMILES: C(OC(=O)[NH:7][CH2:8][CH2:9][CH:10]1[CH2:15][CH:14]=[CH:13][CH2:12][N:11]1[CH2:16][C:17]1[CH:22]=[CH:21][C:20]([Cl:23])=[C:19]([Cl:24])[CH:18]=1)(C)(C)C.FC(F)(F)C(O)=O>ClCCl>[Cl:24][C:19]1[CH:18]=[C:17]([CH:22]=[CH:21][C:20]=1[Cl:23])[CH2:16][N:11]1[CH2:12][CH:13]=[CH:14][CH2:15][CH:10]1[CH2:9][CH2:8][NH2:7]. Procedure details: To a solution of 2-[1-(3,4-dichlorobenzyl)-1,2,3,6-tetrahydropyridin-2-yl]ethylcarbamic acid tert-butyl ester (1.0 g, 2.9 mmol) dissolved in dichloromethane at 5° C. was added trifluoroacetic acid (10 mL). After stirring at room temperature for 2.5 h the solvent was evapaorated, partitioned between dichloromethane (50 mL) and saturated aqueous sodium bicarbonate solution (25 mL). The organic layer was separated, dried and evaporated to yield the title compound as a colourless gum. δH (CDCl3+D2O)... Run at time 4 hour. Solvent: C(C)N(CC)CC (triethylamine), C(C)#N (acetonitrile). RXN SMILES: [N+:1]([C:4]1[CH:13]=[CH:12][C:11]([C:14]([OH:16])=O)=[C:10]2[C:5]=1[CH:6]=[CH:7][CH:8]=[N:9]2)([O-:3])=[O:2].[C:17]1(=[O:24])[CH2:22][CH2:21][CH2:20][C:19](=[O:23])[CH2:18]1.C1(N=C=NC2CCCCC2)CCCCC1.CC(C)(O)C#N.C(=O)([O-])[O-].[Na+].[Na+]>C(#N)C.C(N(CC)CC)C>[N+:1]([C:4]1[CH:13]=[CH:12][C:11]([C:14]([CH:18]2[C:19](=[O:23])[CH2:20][CH2:21][CH2:22][C:17]2=[O:24])=[O:16])=[C:10]2[C:5]=1[CH:6]=[CH:7][CH:8]=[N:9]2)([O-:3])=[O:2] |f:4.5.6|. Yields the product [N+](=O)([O-])C1=C2C=CC=NC2=C(C=C1)C(=O)C1C(CCCC1=O)=O (2-(5-Nitroquinolin-8-yl)carbonylcyclohexane-1,3-dione). Procedure details: 1.0 g of 5-nitro-8-quinolinecarboxylic acid together with 0.5 g of 1,3-cyclohexanedione and 1.0 g of dicyclohexylcarbodiimide were stirred in 15 ml of acetonitrile at room temperature for about 12 hours. 0.7 g of triethylamine and 0.2 ml of acetone cyanohydrin were then added. After 4 hours, the reaction solution was poured into aqueous sodium carbonate solution and extracted with ethyl acetate. The aqueous phase was acidified with hydrochloric acid and extracted with ethyl acetate. The organic ... Starting materials: CC(C#N)(O)C (acetone cyanohydrin), C([O-])([O-])=O.[Na+].[Na+] (sodium carbonate), [N+](=O)([O-])C1=C2C=CC=NC2=C(C=C1)C(=O)O (5-nitro-8-quinolinecarboxylic acid), C1(CC(CCC1)=O)=O (1,3-cyclohexanedione), C1(CCCCC1)N=C=NC1CCCCC1 (dicyclohexylcarbodiimide). Starting materials: CC(=O)O, [Fe], COC(=O)c1csc([N+](=O)[O-])c1S(N)(=O)=O. The product is COC(=O)c1csc(N)c1S(N)(=O)=O. As a reaction SMILES: [CH3:17][C:18](=[O:19])[OH:20].[Fe:21].[NH2:1][S:2](=[O:3])(=[O:4])[c:5]1[c:6]([C:13](=[O:14])[O:15][CH3:16])[cH:7][s:8][c:9]1[N+:10]([O-:11])=[O:12]>>[NH2:1][S:2](=[O:3])(=[O:4])[c:5]1[c:6]([C:13](=[O:14])[O:15][CH3:16])[cH:7][s:8][c:9]1[NH2:10]. Reactants: CI, Oc1ccc(S(F)(F)(F)(F)F)cc1Cl, [K+], [K+], O=C([O-])[O-], CN(C)C=O. The product is COc1ccc(S(F)(F)(F)(F)F)cc1Cl. As a reaction SMILES: [CH3:21][I:22].[Cl:1][c:2]1[c:3]([OH:14])[cH:4][cH:5][c:6]([S:8]([F:9])([F:10])([F:11])([F:12])[F:13])[cH:7]1.[K+:15].[K+:16].[O-:17][C:18]([O-:19])=[O:20].[O:23]=[CH:24][N:25]([CH3:26])[CH3:27]>>[Cl:1][c:2]1[c:3]([O:14][CH3:18])[cH:4][cH:5][c:6]([S:8]([F:9])([F:10])([F:11])([F:12])[F:13])[cH:7]1. The reactants are FC(C(=O)O)(F)F (trifluoroacetic acid), FC(C=1C=C(CN([C@@H]2C3=C(N(CCC2)C(=O)OC(C)(C)C)C=C(C(=C3)C)C(F)(F)F)C=3N=NN(N3)C)C=C(C1)C(F)(F)F)(F)F ((S)-tert-butyl 5-[(3,5-bistrifluoromethylbenzyl)-(2-methyl-2H-tetrazol-5-yl)amino]-7-methyl-8-trifluoromethyl-2,3,4,5-tetrahydrobenzo[b]azepine-1-carboxylate), C([O-])(O)=O.[Na+] (sodium bicarbonate). Solvent: C(Cl)Cl (methylene chloride). Conditions: time 8 hour. Product: FC(C=1C=C(CN([C@@H]2C3=C(NCCC2)C=C(C(=C3)C)C(F)(F)F)C=3N=NN(N3)C)C=C(C1)C(F)(F)F)(F)F ((S)-(3,5-bistrifluoromethylbenzyl)-(2-methyl-2H-tetrazol-5-yl)-(7-methyl-8-trifluoromethyl-2,3,4,5-tetrahydro-1H-benzo[b]azepin-5-yl)amine). The yield is 100.1%. Reaction SMILES: FC(F)(F)C(O)=O.[F:8][C:9]([F:52])([F:51])[C:10]1[CH:11]=[C:12]([CH:44]=[C:45]([C:47]([F:50])([F:49])[F:48])[CH:46]=1)[CH2:13][N:14]([C:38]1[N:39]=[N:40][N:41]([CH3:43])[N:42]=1)[C@H:15]1[CH2:21][CH2:20][CH2:19][N:18](C(OC(C)(C)C)=O)[C:17]2[CH:29]=[C:30]([C:34]([F:37])([F:36])[F:35])[C:31]([CH3:33])=[CH:32][C:16]1=2.C(=O)(O)[O-].[Na+]>C(Cl)Cl>[F:51][C:9]([F:8])([F:52])[C:10]1[CH:11]=[C:12]([CH:44]=[C:45]([C:47]([F:50])([F:48])[F:49])[CH:46]=1)[CH2:13][N:14]([C:38]1[N:39]=[N:40][N:41]([CH3:43])[N:42]=1)[C@H:15]1[CH2:21][CH2:20][CH2:19][NH:18][C:17]2[CH:29]=[C:30]([C:34]([F:35])([F:36])[F:37])[C:31]([CH3:33])=[CH:32][C:16]1=2 |f:2.3|. Procedure details: Add trifluoroacetic acid (10 mL) to a solution of (S)-tert-butyl 5-[(3,5-bistrifluoromethylbenzyl)-(2-methyl-2H-tetrazol-5-yl)amino]-7-methyl-8-trifluoromethyl-2,3,4,5-tetrahydrobenzo[b]azepine-1-carboxylate (2.04 g, 3.13 mmol) in methylene chloride (50 mL) at 0° C. under nitrogen. Warm the mixture to room temperature, stir for 8 h and pour the mixture into saturated aqueous sodium bicarbonate solution (200 mL). Extract the mixture with methylene chloride (200 mL) and wash the combined organic e...